From a dataset of the Open Reaction Database (ORD), a public repository of structured organic reaction records. describe an organic reaction: reactants, conditions, products, and yield Starting materials: solution, C[Si](C)(C)[N-][Si](C)(C)C.[Li+] (lithium bis(trimethylsilyl)amide), CN(C)C1=CC=C(C=C1)NS(=O)(=O)C1=C(C(=C(C(=C1F)F)F)F)F (4-(N,N-Dimethylamino)-1-(pentafluorophenylsulfonamido)benzene). Solvent: C1CCOC1 (THF). Run at time 10 minute. The product is CN(C)C1=CC=C(C=C1)N(S(=O)(=O)C1=C(C(=C(C(=C1F)F)F)F)F)C (4-(N,N-Dimethylamino)-1-(N-methylpentafluorophenylsulfonamido)benzene). Isolated yield 60.0%. As a reaction SMILES: [CH3:1][N:2]([C:4]1[CH:9]=[CH:8][C:7]([NH:10][S:11]([C:14]2[C:19]([F:20])=[C:18]([F:21])[C:17]([F:22])=[C:16]([F:23])[C:15]=2[F:24])(=[O:13])=[O:12])=[CH:6][CH:5]=1)[CH3:3].[CH3:25][Si]([N-][Si](C)(C)C)(C)C.[Li+]>C1COCC1>[CH3:3][N:2]([C:4]1[CH:9]=[CH:8][C:7]([N:10]([CH3:25])[S:11]([C:14]2[C:15]([F:24])=[C:16]([F:23])[C:17]([F:22])=[C:18]([F:21])[C:19]=2[F:20])(=[O:13])=[O:12])=[CH:6][CH:5]=1)[CH3:1] |f:1.2|. Reported procedure: 4-(N,N-Dimethylamino)-1-(pentafluorophenylsulfonamido)benzene (100 mg, 0.273 mmol) was dissolved in dry THF (2.5 mL) and to the system was added under N2 at room temperature a 1M solution of lithium bis(trimethylsilyl)amide (0.274 mL). The reaction mixture was stirred for 10 min followed by addition of Mel (65 mg, 0.028 mL). The reaction mixture was stirred overnight, the solvent was evaporated under reduced pressure and the crude product purified by HPLC using silica as the stationary phase and... Starting materials: COC=1C(NC=CC1)=O (3-methoxy-2-(1H)pyridone), P(=O)(Cl)(Cl)Cl (phosphorus oxychloride), C(C)N(C1=CC=CC=C1)CC (N,N-diethylaniline). Run in O (water). Yields the product ClC1=NC=CC=C1OC (2-Chloro-3-methoxypyridine). Reaction SMILES: [CH3:1][O:2][C:3]1[C:4](=O)[NH:5][CH:6]=[CH:7][CH:8]=1.P(Cl)(Cl)([Cl:12])=O.C(N(CC)C1C=CC=CC=1)C>O>[Cl:12][C:4]1[C:3]([O:2][CH3:1])=[CH:8][CH:7]=[CH:6][N:5]=1. Procedure: 3-methoxy-2-(1H)pyridone, 10 g. (0.08 mole), 12.3 g. (0.08 mole) of phosphorus oxychloride, and 11.9 g. (0.08 mole) of N,N-diethylaniline are combined in a suitable reaction vessel and heated at reflux for 20 hrs. The reaction mixture was allowed to cool, and was then mixed with 200 ml. of water and ice. The aqueous mixture was extracted with ether and the extracts dried over magnesium sulfate. The drying agent was then removed by filtration and the solvent was removed from the filtrate by disti... The reactants are O1C(OCC1)C1=CC=C(C=C1)N(C1=CC=2C(C3=CC(=CC=C3C2C=C1)N(C1=CC=CC2=CC=CC=C12)C1=CC=C(C=C1)C1OCCO1)(C)C)C1=CC=CC2=CC=CC=C12 (N2,N7-bis(4-(1,3-dioxolan-2-yl)phenyl)-9,9-dimethyl-N2,N7-di(naphthalen-1-yl)-9H-fluorene-2,7-diamine), Cl (hydrochloric acid). Run in CC(=O)C (acetone). Yields the product CC1(C2=CC(=CC=C2C=2C=CC(=CC12)N(C1=CC=CC2=CC=CC=C12)C1=CC=C(C=O)C=C1)N(C1=CC=CC2=CC=CC=C12)C1=CC=C(C=O)C=C1)C (4,4′-((9,9-dimethyl-9H-fluorene-2,7-diyl)bis(naphthalen-1-ylazanediyl))dibenzaldehyde). As a reaction SMILES: [O:1]1CCO[CH:2]1[C:6]1[CH:11]=[CH:10][C:9]([N:12]([C:50]2[C:59]3[C:54](=[CH:55][CH:56]=[CH:57][CH:58]=3)[CH:53]=[CH:52][CH:51]=2)[C:13]2[CH:25]=[CH:24][C:23]3[C:22]4[C:17](=[CH:18][C:19]([N:26]([C:37]5[CH:42]=[CH:41][C:40]([CH:43]6OCC[O:44]6)=[CH:39][CH:38]=5)[C:27]5[C:36]6[C:31](=[CH:32][CH:33]=[CH:34][CH:35]=6)[CH:30]=[CH:29][CH:28]=5)=[CH:20][CH:21]=4)[C:16]([CH3:49])([CH3:48])[C:15]=3[CH:14]=2)=[CH:8][CH:7]=1.Cl>CC(C)=O>[CH3:48][C:16]1([CH3:49])[C:17]2[CH:18]=[C:19]([N:26]([C:37]3[CH:38]=[CH:39][C:40]([CH:43]=[O:44])=[CH:41][CH:42]=3)[C:27]3[C:36]4[C:31](=[CH:32][CH:33]=[CH:34][CH:35]=4)[CH:30]=[CH:29][CH:28]=3)[CH:20]=[CH:21][C:22]=2[C:23]2[C:15]1=[CH:14][C:13]([N:12]([C:9]1[CH:8]=[CH:7][C:6]([CH:2]=[O:1])=[CH:11][CH:10]=1)[C:50]1[C:59]3[C:54](=[CH:55][CH:56]=[CH:57][CH:58]=3)[CH:53]=[CH:52][CH:51]=1)=[CH:25][CH:24]=2. Reported procedure: To a three-neck round-bottom flask, were added 2.42 g N2,N7-bis(4-(1,3-dioxolan-2-yl)phenyl)-9,9-dimethyl-N2,N7-di(naphthalen-1-yl)-9H-fluorene-2,7-diamine and in 250 mL acetone. 20 mL 2 M hydrochloric acid solution was added slowly to the reaction mixture through an addition funnel. After TLC showed the reaction was done, the solvent was removed by evaporation. 400 mL Ethyl acetate was added, and the reaction mixture was extracted using DI water (4×200 mL). The organic layer was dried over sodi... Starting materials: C1(CC1)N1C=C(C(C2=CC(=C(C=C12)N1CCC(CC1)COC1=C(C=C(C=C1)N1C(O[C@H](C1)CO)=O)F)F)=O)C(=O)O (1-cyclopropyl-6-fluoro-7-{4-[2-fluoro-4-((R)-5-hydroxymethyl-2-oxo-oxazolidin-3-yl)-phenoxymethyl]-piperidin-1-yl}-4-oxo-1,4-dihydro-quinoline-3 carboxylic acid), C(=O)([O-])[O-].[K+].[K+] (K2CO3), C1=CC=C(C=C1)CBr (BnBr). The solvent is CN(C)C=O (DMF). Run at temperature 80 celsius, time 24 hour. The product is C(C1=CC=CC=C1)OC(=O)C1=CN(C2=CC(=C(C=C2C1=O)F)N1CCC(CC1)COC1=C(C=C(C=C1)N1C(O[C@H](C1)CO)=O)F)C1CC1 (1-cyclopropyl-6-fluoro-7-{4-[2-fluoro-4-((R)-5-hydroxymethyl-2-oxo-oxazolidin-3-yl)-phenoxymethyl]-piperidin-1-yl}-4-oxo-1,4-dihydro-quinoline-3-carboxylic acid benzyl ester). Yield: 90.6%. As a reaction SMILES: [CH:1]1([N:4]2[C:13]3[C:8](=[CH:9][C:10]([F:37])=[C:11]([N:14]4[CH2:19][CH2:18][CH:17]([CH2:20][O:21][C:22]5[CH:27]=[CH:26][C:25]([N:28]6[CH2:32][C@H:31]([CH2:33][OH:34])[O:30][C:29]6=[O:35])=[CH:24][C:23]=5[F:36])[CH2:16][CH2:15]4)[CH:12]=3)[C:7](=[O:38])[C:6]([C:39]([OH:41])=[O:40])=[CH:5]2)[CH2:3][CH2:2]1.C([O-])([O-])=O.[K+].[K+].[CH:48]1[CH:53]=[CH:52][C:51]([CH2:54]Br)=[CH:50][CH:49]=1>CN(C=O)C>[CH2:54]([O:40][C:39]([C:6]1[C:7](=[O:38])[C:8]2[C:13](=[CH:12][C:11]([N:14]3[CH2:15][CH2:16][CH:17]([CH2:20][O:21][C:22]4[CH:27]=[CH:26][C:25]([N:28]5[CH2:32][C@H:31]([CH2:33][OH:34])[O:30][C:29]5=[O:35])=[CH:24][C:23]=4[F:36])[CH2:18][CH2:19]3)=[C:10]([F:37])[CH:9]=2)[N:4]([CH:1]2[CH2:3][CH2:2]2)[CH:5]=1)=[O:41])[C:51]1[CH:52]=[CH:53][CH:48]=[CH:49][CH:50]=1 |f:1.2.3|. Procedure details: A solution of the compound of Example 2 (600 mg) in DMF (10 mL) was treated with K2CO3 (155 mg) and BnBr (160 μl) and stirred at 80° C. for 24 h. The solvent was evaporated under reduced pressure and the residue was worked up (DCM). The residue was stirred in ether (100 mL) and the resulting crystals were collected by filtration affording 612 mg (90.6% yield) of an off-white solid. Reactants: O (water), [OH-].[K+] (potassium hydroxide), C1(=CC=C(C=C1)S(=O)(=O)Cl)C (p-toluenesulfonyl chloride), O1[C@H](CO)[C@H]1CCC ((2R,3R)-2,3-epoxy-1-hexanol). The solvent is C(C)OCC (diethyl ether). Run at time 5 hour. Yields the product C1(=CC=C(C=C1)S(=O)(=O)OC[C@@H]1[C@@H](CCC)O1)C ((2R,3R)-2,3-Epoxyhexyl p-toluenesulfonate). Isolated yield 71.0%. Reaction SMILES: [OH-].[K+].[C:3]1([CH3:13])[CH:8]=[CH:7][C:6]([S:9](Cl)(=[O:11])=[O:10])=[CH:5][CH:4]=1.[O:14]1[C@H:18]([CH2:19][CH2:20][CH3:21])[C@H:15]1[CH2:16][OH:17].O>C(OCC)C>[C:3]1([CH3:13])[CH:8]=[CH:7][C:6]([S:9]([O:17][CH2:16][C@H:15]2[O:14][C@@H:18]2[CH2:19][CH2:20][CH3:21])(=[O:11])=[O:10])=[CH:5][CH:4]=1 |f:0.1|. Procedure details: 26 g of powdered potassium hydroxide (0.45 mol) and 14.3 g (75 mmol) of p-toluenesulfonyl chloride were added in succession at −10° C. to a stirred solution of (2R,3R)-2,3-epoxy-1-hexanol (8 g, 69 mmol) in diethyl ether. After 5 hours at 0° C., the reaction mixture was poured into 200 ml of water. The organic layer was separated off and the aqueous phase was extracted twice with 100 ml of diethyl ether in each case. The combined organic phases were washed with concentrated sodium chloride soluti... Product: C1=C(C=CC2=CC=CC=C12)CC=1OC(=C(C1C(=O)C1=CC(=C(C(=C1)C(C)C)O)C(C)C)C)C ((2-Naphthalen-2-ylmethyl-4,5-dimethyl-furan-3-yl)-(3,5-diisopropyl-4-hydroxy-phenyl)-methanone). The yield is 53.7%. As a reaction SMILES: [CH:1]1[C:10]2[C:5](=[CH:6][CH:7]=[CH:8][CH:9]=2)[CH:4]=[CH:3][C:2]=1[CH2:11][C:12]1[O:13][C:14]([CH3:34])=[C:15]([CH3:33])[C:16]=1[C:17]([C:19]1[CH:24]=[C:23]([CH:25]([CH3:27])[CH3:26])[C:22]([O:28]C)=[C:21]([CH:30]([CH3:32])[CH3:31])[CH:20]=1)=[O:18].B(Br)(Br)Br.C(Cl)Cl>C(Cl)Cl>[CH:1]1[C:10]2[C:5](=[CH:6][CH:7]=[CH:8][CH:9]=2)[CH:4]=[CH:3][C:2]=1[CH2:11][C:12]1[O:13][C:14]([CH3:34])=[C:15]([CH3:33])[C:16]=1[C:17]([C:19]1[CH:20]=[C:21]([CH:30]([CH3:31])[CH3:32])[C:22]([OH:28])=[C:23]([CH:25]([CH3:27])[CH3:26])[CH:24]=1)=[O:18] |f:1.2|. Solvent: C(Cl)Cl (CH2Cl2). Procedure details: The title compound was prepared according to the procedure in Example 5, step 3 using (2-naphthalen-2-ylmethyl-4,5-dimethyl-furan-3-yl)-(3,5-diisopropyl-4-methoxy-phenyl)-methanone (1.04 g, 2.29 mmol) and 1M boron tribromide/CH2Cl2 (4.81 mL) in CH2Cl2. Purification on Biotage KP-Sil eluting with 15% acetone/hexane gave 0.542 g (54%) of the title compound. 1H NMR (DMSO-d6) δ1.12 (d, 12H), 1.82 (s, 3H), 2.18 (s, 3H), 3.31 (septet, 2H), 4.02 (s, 2H), 7.22 (dd, 1H), 7.43-7.50 (m, 4H), 7.55 (s, 1H), ... Starting materials: C1=C(C=CC2=CC=CC=C12)CC=1OC(=C(C1C(=O)C1=CC(=C(C(=C1)C(C)C)OC)C(C)C)C)C ((2-naphthalen-2-ylmethyl-4,5-dimethyl-furan-3-yl)-(3,5-diisopropyl-4-methoxy-phenyl)-methanone), B(Br)(Br)Br.C(Cl)Cl (boron tribromide CH2Cl2).